From a dataset of the Open Reaction Database (ORD), a public repository of structured organic reaction records. describe an organic reaction: reactants, conditions, products, and yield The reactants are COc1cccc(CC(O)CO[Si](C)(C)C(C)(C)C)c1OCc1ccccc1, Oc1ccccc1, c1ccc(P(c2ccccc2)c2ccccc2)cc1. Yields the product COc1cccc2c1OC(CO[Si](C)(C)C(C)(C)C)C2. As a reaction SMILES: [CH2:1]([O:2][c:9]1[c:10]([CH2:17][CH:18]([CH2:19][O:20][Si:21]([CH3:22])([CH3:23])[C:24]([CH3:25])([CH3:26])[CH3:27])[OH:28])[cH:11][cH:12][cH:13][c:14]1[O:15][CH3:16])[c:3]1[cH:4][cH:5][cH:6][cH:7][cH:8]1.[OH:29][c:30]1[cH:31][cH:32][cH:33][cH:34][cH:35]1.[c:36]1([P:37]([c:38]2[cH:39][cH:40][cH:41][cH:42][cH:43]2)[c:44]2[cH:45][cH:46][cH:47][cH:48][cH:49]2)[cH:50][cH:51][cH:52][cH:53][cH:54]1>>[c:9]12[c:10]([cH:11][cH:12][cH:13][c:14]1[O:15][CH3:16])[CH2:17][CH:18]([CH2:19][O:20][Si:21]([CH3:22])([CH3:23])[C:24]([CH3:25])([CH3:26])[CH3:27])[O:28]2. Starting materials: CC1=NC(=NC(=C1)C)S (4,6-dimethyl-2-mercaptopyrimidine), C(C)(=O)[O-].[Na+] (sodium acetate), [N+](=O)([O-])C1=CC(=C(C=C1)SCl)C(Cl)(Cl)Cl (4-nitro-2-trichloromethylbenzenesulfenyl chloride). Run in C(C)(=O)O (acetic acid). Reaction conditions: time 12 hour. The product is CC1=NC(=NC(=C1)C)SSC1=C(C=C(C=C1)[N+](=O)[O-])C(Cl)(Cl)Cl (4,6-dimethylpyrimidin-2-yl-dithio-(4-nitro-2-trichloromethylbenzene)). The yield is 91.4%. As a reaction SMILES: [N+:1]([C:4]1[CH:9]=[CH:8][C:7]([S:10]Cl)=[C:6]([C:12]([Cl:15])([Cl:14])[Cl:13])[CH:5]=1)([O-:3])=[O:2].[CH3:16][C:17]1[CH:22]=[C:21]([CH3:23])[N:20]=[C:19]([SH:24])[N:18]=1.C([O-])(=O)C.[Na+]>C(O)(=O)C>[CH3:16][C:17]1[CH:22]=[C:21]([CH3:23])[N:20]=[C:19]([S:24][S:10][C:7]2[CH:8]=[CH:9][C:4]([N+:1]([O-:3])=[O:2])=[CH:5][C:6]=2[C:12]([Cl:15])([Cl:14])[Cl:13])[N:18]=1 |f:2.3|. Procedure: 61.4 g of 4-nitro-2-trichloromethylbenzenesulfenyl chloride, dissolved in 500 ml of glacial acetic acid, are mixed with 28 g of 4,6-dimethyl-2-mercaptopyrimidine and 16.4 g of sodium acetate at 20° C. After 12 hours, the precipitate is filtered off, washed with water and dried over potassium hydroxide. 75 g (91% of theory) of 4,6-dimethylpyrimidin-2-yl-dithio-(4-nitro-2-trichloromethylbenzene), of melting point 151° C., are obtained.